Dataset: the Open Reaction Database (ORD), a public repository of structured organic reaction records. Task: describe an organic reaction: reactants, conditions, products, and yield The reactants are crude product, C(#N)C(C)(C)C=1C=C(C(=O)NC2=CC(=CC=C2)NC)C=CC1 (3-(1-cyano-1-methylethyl)-N-[3-(methylamino)phenyl]benzamide), C(C)N(C(C)C)C(C)C (N-ethyl-N-isopropylpropane-2-amine), ClC1=NC=C(C(=N1)SC#N)[N+](=O)[O-] (2-chloro-5-nitropyrimidin-4-yl thiocyanate), C(O)([O-])=O.[Na+] (sodium hydrogen carbonate). The solvent is O1CCCC1 (tetrahydrofuran). Reaction conditions: time 1.5 hour. Yields the product C(#N)C(C)(C)C=1C=C(C=CC1)C(=O)NC=1C=C(C=CC1)N(C1=NC=C(C(=N1)SC#N)[N+](=O)[O-])C (2-{[3-({[3-(1-cyano-1-methylethyl)phenyl]carbonyl}amino)phenyl](methyl)amino}-5-nitropyrimidin-4-yl thiocyanate). Reaction SMILES: [C:1]([C:3]([C:6]1[CH:7]=[C:8]([CH:20]=[CH:21][CH:22]=1)[C:9]([NH:11][C:12]1[CH:17]=[CH:16][CH:15]=[C:14]([NH:18][CH3:19])[CH:13]=1)=[O:10])([CH3:5])[CH3:4])#[N:2].C(N(C(C)C)C(C)C)C.Cl[C:33]1[N:38]=[C:37]([S:39][C:40]#[N:41])[C:36]([N+:42]([O-:44])=[O:43])=[CH:35][N:34]=1.C(=O)([O-])O.[Na+]>O1CCCC1>[C:1]([C:3]([C:6]1[CH:7]=[C:8]([C:9]([NH:11][C:12]2[CH:13]=[C:14]([N:18]([CH3:19])[C:33]3[N:38]=[C:37]([S:39][C:40]#[N:41])[C:36]([N+:42]([O-:44])=[O:43])=[CH:35][N:34]=3)[CH:15]=[CH:16][CH:17]=2)=[O:10])[CH:20]=[CH:21][CH:22]=1)([CH3:5])[CH3:4])#[N:2] |f:3.4|. Reported procedure: To a solution of the above-mentioned crude product of 3-(1-cyano-1-methylethyl)-N-[3-(methylamino)phenyl]benzamide in tetrahydrofuran (15 mL) were added N-ethyl-N-isopropylpropane-2-amine (345 μL, 1.98 mmol) and 2-chloro-5-nitropyrimidin-4-yl thiocyanate (314 mg, 1.50 mmol), and the mixture was stirred at room temperature for 1.5 hr. To the reaction mixture was added saturated aqueous sodium hydrogen carbonate solution (30 mL), and the mixture was extracted with ethyl acetate (30 mL, 10 mL). The... Starting materials: N1=CC=C(C=C1)C=1C(=NNC1)C=1C=C(C=CC1)NC(=O)NC1=CC=C(C=C1)C(F)(F)F (1-[3-(4-pyridin-4-yl-1H-pyrazol-3-yl)-phenyl]-3-(4-trifluoromethyl-phenyl)-urea), C1CCOC1 (THF), ClC(=O)OCC (ethyl chloroformate). Conditions: time 5 minute. Yields the product C(C)OC(=O)N1N=C(C(=C1)C1=CC=NC=C1)C1=CC(=CC=C1)NC(=O)NC1=CC=C(C=C1)C(F)(F)F (4-pyridin-4-yl-3-{3-[3-(4-trifluoromethyl-phenyl)-ureido]-phenyl}-pyrazole-1-carboxylic acid ethyl ester). Isolated yield 77.0%. Reaction SMILES: [N:1]1[CH:6]=[CH:5][C:4]([C:7]2[C:8]([C:12]3[CH:13]=[C:14]([NH:18][C:19]([NH:21][C:22]4[CH:27]=[CH:26][C:25]([C:28]([F:31])([F:30])[F:29])=[CH:24][CH:23]=4)=[O:20])[CH:15]=[CH:16][CH:17]=3)=[N:9][NH:10][CH:11]=2)=[CH:3][CH:2]=1.C1COCC1.Cl[C:38]([O:40][CH2:41][CH3:42])=[O:39]>>[CH2:41]([O:40][C:38]([N:10]1[CH:11]=[C:7]([C:4]2[CH:5]=[CH:6][N:1]=[CH:2][CH:3]=2)[C:8]([C:12]2[CH:17]=[CH:16][CH:15]=[C:14]([NH:18][C:19]([NH:21][C:22]3[CH:27]=[CH:26][C:25]([C:28]([F:31])([F:30])[F:29])=[CH:24][CH:23]=3)=[O:20])[CH:13]=2)=[N:9]1)=[O:39])[CH3:42]. Reported procedure: To a suspension of 1-[3-(4-pyridin-4-yl-1H-pyrazol-3-yl)-phenyl]-3-(4-trifluoromethyl-phenyl)-urea (100 mg, 0.236 mmol) (prepared as described in Example 6) in THF (10 mL) DIPEA (61 mg, 81 uL, 0.427 mmol) was added. The mixture was stirred for 5 minutes before adding ethyl chloroformate (31 mg, 27 uL, 0.283 mmol). After 2 hours the mixture was evaporated to dryness, taken up with ethyl acetate and washed three times with water. The organic phase was dried over Na2SO4, evaporated to dryness and t... Starting materials: C(c1cccc2cc[nH]c12)=O, CC1=CN=C(C=C1)N, [C-]#[N+]C1CCCCC1. Reagents/catalysts: O=C(O)C(F)(F)F (trifluoroacetic acid). Solvent: CC(C)O (isopropyl alcohol), CC(C)O (isopropylalcohol). Conditions: temperature 22 celsius, time 20 hour. The product is Cc1ccc2nc(c3cccc4cc[nH]c34)c(NC3CCCCC3)n2c1. The yield is 2.7%. RXN SMILES: CC1=CC=C(N)N=C1.[C-]#[N+]C1CCCCC1.O=CC1=C2NC=CC2=CC=C1>>CC1=CN2C(C=C1)=NC(=C2NC1CCCCC1)C1=CC=CC2=C1NC=C2.